From a dataset of the Open Reaction Database (ORD), a public repository of structured organic reaction records. describe an organic reaction: reactants, conditions, products, and yield Solvent: CO (methanol). The product is OC1C(C(NC=2C=3N(C=CC12)C(=C(N3)C)C)C3=CC=CC=C3)O (7,8-Dihydroxy-2,3-dimethyl-9-phenyl-7,8,9,10-tetrahydroimidazo[1,2-h][1,7]naphthyridine). Reported procedure: 700 mg of 8-hydroxy-2,3-dimethyl-9-phenyl-7,8,9,10-tetrahydroimidazo[1,2-h][1,7]-naphthyridin-7-one are suspended in 15 ml of methanol and treated with 200 mg of sodium borohydride in portions at room temperature with stirring. After stirring for 2 hours, the mixture is poured onto 100 ml of ice water. The precipitate which is deposited is filtered off, briefly dried in vacuo and recrystallized from a little 2-propanol. 500 mg of the title compound of melting point 150-2° C. are obtained. The yield is 71.0%. Reactants: OC1C(NC=2C=3N(C=CC2C1=O)C(=C(N3)C)C)C3=CC=CC=C3 (8-hydroxy-2,3-dimethyl-9-phenyl-7,8,9,10-tetrahydroimidazo[1,2-h][1,7]-naphthyridin-7-one), [BH4-].[Na+] (sodium borohydride), ice water. Reaction SMILES: [OH:1][CH:2]1[C:11](=[O:12])[C:10]2[CH:9]=[CH:8][N:7]3[C:13]([CH3:17])=[C:14]([CH3:16])[N:15]=[C:6]3[C:5]=2[NH:4][CH:3]1[C:18]1[CH:23]=[CH:22][CH:21]=[CH:20][CH:19]=1.[BH4-].[Na+]>CO>[OH:12][CH:11]1[C:10]2[CH:9]=[CH:8][N:7]3[C:13]([CH3:17])=[C:14]([CH3:16])[N:15]=[C:6]3[C:5]=2[NH:4][CH:3]([C:18]2[CH:19]=[CH:20][CH:21]=[CH:22][CH:23]=2)[CH:2]1[OH:1] |f:1.2|. Starting materials: C(=S)(N1C=NC=C1)N1C=NC=C1 (1,1'-thiocarbonyldiimidazole), NC1=NC=C(C=C1)Br (2-amino-5-bromopyridine). Run in C(C)#N (acetonitrile). The product is NC1=NC=C(C=C1NC(=S)N1C=NC=C1)Br (1-[(2-amino-5-bromopyridyl)thiocarbamoyl]imidazole). RXN SMILES: [C:1]([N:8]1C=CN=C1)([N:3]1[CH:7]=[CH:6][N:5]=[CH:4]1)=[S:2].[NH2:13][C:14]1[CH:19]=[CH:18][C:17]([Br:20])=[CH:16][N:15]=1>C(#N)C>[NH2:13][C:14]1[C:19]([NH:8][C:1]([N:3]2[CH:7]=[CH:6][N:5]=[CH:4]2)=[S:2])=[CH:18][C:17]([Br:20])=[CH:16][N:15]=1. Procedure details: A solution of 1,1'-thiocarbonyldiimidazole (17.8 G, 0.1 m) and 2-amino-5-bromopyridine (17.3 g, 0.1 m) in acetonitrile (150 mL) was stirred at room temperature for 2 hours. To this suspension was added the material described below. Starting materials: C1CCOC1, O=C1NC(=O)c2cc([N+](=O)[O-])ccc21. Yields the product Nc1ccc2c(c1)C(=O)NC2=O. RXN SMILES: [CH2:15]1[O:16][CH2:17][CH2:18][CH2:19]1.[N+:1]([O-:2])(=[O:3])[c:4]1[cH:5][c:6]2[c:10]([cH:11][cH:12]1)[C:9](=[O:13])[NH:8][C:7]2=[O:14]>>[NH2:1][c:4]1[cH:5][c:6]2[c:10]([cH:11][cH:12]1)[C:9](=[O:13])[NH:8][C:7]2=[O:14]. Reactants: BrC=1C(NC(=CC1OCC1=C(C=C(C=C1)F)F)C)=O (3-bromo-4-[(2,4-difluorobenzyl)oxy]-6-methylpyridin-2(1H)-one), BrCC1=NC(=NC=C1)SC (4-(Bromomethyl)-2-(methylthio)pyrimidine), [H-].[Na+] (NaH). Yields the product BrC=1C(N(C(=CC1OCC1=C(C=C(C=C1)F)F)C)CC1=NC(=NC=C1)SC)=O (3-bromo-4-[(2,4-difluorobenzyl)oxy]-6-methyl-1-{[2-(methylthio)pyrimidin-4-yl]methyl}pyridin-2(1H)-one). As a reaction SMILES: [Br:1][C:2]1[C:3](=[O:19])[NH:4][C:5]([CH3:18])=[CH:6][C:7]=1[O:8][CH2:9][C:10]1[CH:15]=[CH:14][C:13]([F:16])=[CH:12][C:11]=1[F:17].Br[CH2:21][C:22]1[CH:27]=[CH:26][N:25]=[C:24]([S:28][CH3:29])[N:23]=1.[H-].[Na+]>C1COCC1>[Br:1][C:2]1[C:3](=[O:19])[N:4]([CH2:21][C:22]2[CH:27]=[CH:26][N:25]=[C:24]([S:28][CH3:29])[N:23]=2)[C:5]([CH3:18])=[CH:6][C:7]=1[O:8][CH2:9][C:10]1[CH:15]=[CH:14][C:13]([F:16])=[CH:12][C:11]=1[F:17] |f:2.3|. Isolated yield 59.8%. Run in C1CCOC1 (THF). Procedure: To a mixture of 3-bromo-4-[(2,4-difluorobenzyl)oxy]-6-methylpyridin-2(1H)-one 5.0 g, 0.015 mol) and 4-(Bromomethyl)-2-(methylthio)pyrimidine (4.0 g, 0.018 mol) in THF (50.0 mL) was added NaH (0.4 g, 0.0017) and stirred at 55° C. under argon for 16 h. The reaction mixture was concentrated under reduced pressure and the residue was partitioned between 5% citric acid (25 mL) and EtOAc (50 mL). A precipitate was formed, it was filtered, washed with water, EtOAc, and dried in vacuo to afford the titl... Reaction conditions: temperature 55 celsius, time 16 hour. Reactants: [OH-].[Na+] (sodium hydroxide), OC=1C(=NC=2C(=C3N=CC=NC3=CC2)N1)O (2,3-dihydroxy-pyrazino(2,3-f)quinoxaline), ice water, [N+](=O)([O-])[O-].[K+] (potassium nitrate). Run in S(O)(O)(=O)=O (sulfuric acid). Run at time 24 hour. Yields the product OC=1C(=NC=2C(=C3N=CC=NC3=C(C2)[N+](=O)[O-])N1)O (2,3-dihydroxy-6-nitropyrazino(2,3-f)quinoxaline). Isolated yield 46.9%. As a reaction SMILES: [OH:1][C:2]1[C:3]([OH:16])=[N:4][C:5]2[C:6]([N:15]=1)=[C:7]1[C:12](=[CH:13][CH:14]=2)[N:11]=[CH:10][CH:9]=[N:8]1.[N+:17]([O-])([O-:19])=[O:18].[K+].[OH-].[Na+]>S(=O)(=O)(O)O>[OH:1][C:2]1[C:3]([OH:16])=[N:4][C:5]2[C:6]([N:15]=1)=[C:7]1[C:12](=[C:13]([N+:17]([O-:19])=[O:18])[CH:14]=2)[N:11]=[CH:10][CH:9]=[N:8]1 |f:1.2,3.4|. Procedure details: To a solution of 0,38 g (1,4 mmol) 2,3-dihydroxy-pyrazino(2,3-f)quinoxaline in 25 ml concentrated sulfuric acid was added at 0° C. 0,28 g (2,8 mmol) potassium nitrate. Stirring was continued at 0° C. for 30 min. and at 25° C. for 24 h. The reaction mixture was poured into 100 ml ice-water. The solution was added 10 N sodium hydroxide to pH 7, and then extracted with ethyl acetate (5×100 ml). The combined and dried ethyl acetate phases were evaporated to give 0,17 g (47%) 2,3-dihydroxy-6-nitropyr...